This data is from the Open Reaction Database (ORD), a public repository of structured organic reaction records. The task is: describe an organic reaction: reactants, conditions, products, and yield Reactants: O=C(/C=C/C=1OC=CC(C1OCCCCCC(=O)OCC)=O)CCCCC (2-(3-oxo-trans-1-octenyl)-3-(5-carboethoxypentyloxy)-4-pyrone), C(C)[BH-](CC)CC.[Li+] (lithium triethylborohydride). Solvent: O1CCCC1 (tetrahydrofuran). Reaction conditions: time 30 minute. Yields the product OC(/C=C/C=1OC=CC(C1OCCCCCC(=O)OCC)=O)CCCCC (2-[(3RS)-3-hydroxy-trans-1-octenyl]-3-(5-carboethoxypentyloxy)-4-pyrone). Yield: 65.0%. As a reaction SMILES: [O:1]=[C:2]([CH2:23][CH2:24][CH2:25][CH2:26][CH3:27])/[CH:3]=[CH:4]/[C:5]1[O:6][CH:7]=[CH:8][C:9](=[O:22])[C:10]=1[O:11][CH2:12][CH2:13][CH2:14][CH2:15][CH2:16][C:17]([O:19][CH2:20][CH3:21])=[O:18].C([BH-](CC)CC)C.[Li+]>O1CCCC1>[OH:1][CH:2]([CH2:23][CH2:24][CH2:25][CH2:26][CH3:27])/[CH:3]=[CH:4]/[C:5]1[O:6][CH:7]=[CH:8][C:9](=[O:22])[C:10]=1[O:11][CH2:12][CH2:13][CH2:14][CH2:15][CH2:16][C:17]([O:19][CH2:20][CH3:21])=[O:18] |f:1.2|. Procedure details: To a solution, cooled under nitrogen to -78°, of 0.200 g (0.53 mmol) of 2-(3-oxo-trans-1-octenyl)-3-(5-carboethoxypentyloxy)-4-pyrone in 2 ml of tetrahydrofuran was added dropwise keeping the internal temperature at -70° to -75°, 0.53 ml (0.53 mmole) of lithium triethylborohydride. After being stirred for an additional 30 min the cold reaction was quenched by the addition of 0.5 ml of 40% aqueous acetic acid and then partially concentrated under reduced pressure. The residue was dissolved in met... Starting materials: ClC(=O)C1=C(C=C(N1C)CC(=O)OCC)C (Ethyl 5-chlorocarbonyl-1,4 dimethylpyrrole-2-acetate), 4-N,N-dimethylaminopyridine, N1=CC=CC=C1 (pyridine), C(C)O (ethanol). Run in CCOCC (Ether), C(Cl)Cl.CCOCC (methylene chloride ether), CCOCC (ether). Conditions: time 3 hour. Product: C(C)OC(CC=1N(C(=C(C1)C)C(=O)OCC)C)=O (ethyl-1,4 dimethyl-5-ethoxycarbonylpyrrole-2-acetate). Isolated yield 87.0%. As a reaction SMILES: Cl[C:2]([C:4]1[N:8]([CH3:9])[C:7]([CH2:10][C:11]([O:13][CH2:14][CH3:15])=[O:12])=[CH:6][C:5]=1[CH3:16])=[O:3].N1C=CC=CC=1.[CH2:23]([OH:25])[CH3:24]>C(Cl)Cl.CCOCC.CCOCC>[CH2:14]([O:13][C:11](=[O:12])[CH2:10][C:7]1[N:8]([CH3:9])[C:4]([C:2]([O:25][CH2:23][CH3:24])=[O:3])=[C:5]([CH3:16])[CH:6]=1)[CH3:15] |f:3.4|. Procedure: Ethyl 5-chlorocarbonyl-1,4 dimethylpyrrole-2-acetate (29.3 g, 0.12 mol, prepared acc. to U.S. Pat. No. 3,950,355) is dissolved in 150 ml of 1:1 methylene chloride/ether and added over 10 minutes to a solution of pyridine (15 ml) and absolute ethanol (20 ml) in ether (100 ml) with stirring. After addition is complete, 4-N,N-dimethylaminopyridine (300 mg) is added. Stirring is continued for three hours. Ether (250 ml) is then added and deposited solids are removed by filtration. The organic soluti... Reactants: CC(C)(C)OC(=O)N1CCC(C(=O)N2CCN(S(=O)(=O)c3ccc4cc(Cl)ccc4c3)CC2)CC1, O=C(O)C(F)(F)F. RXN SMILES: [C:1]([O:2][C:3](=[O:4])[N:8]1[CH2:9][CH2:10][CH:11]([C:14](=[O:15])[N:16]2[CH2:17][CH2:18][N:19]([S:22](=[O:23])(=[O:24])[c:25]3[cH:26][c:27]4[cH:28][cH:29][c:30]([Cl:35])[cH:31][c:32]4[cH:33][cH:34]3)[CH2:20][CH2:21]2)[CH2:12][CH2:13]1)([CH3:5])([CH3:6])[CH3:7].[OH:36][C:37]([C:38]([F:39])([F:40])[F:41])=[O:42]>>[NH:8]1[CH2:9][CH2:10][CH:11]([C:14](=[O:15])[N:16]2[CH2:17][CH2:18][N:19]([S:22](=[O:23])(=[O:24])[c:25]3[cH:26][c:27]4[cH:28][cH:29][c:30]([Cl:35])[cH:31][c:32]4[cH:33][cH:34]3)[CH2:20][CH2:21]2)[CH2:12][CH2:13]1. The product is O=C(C1CCNCC1)N1CCN(S(=O)(=O)c2ccc3cc(Cl)ccc3c2)CC1. Starting materials: C(C)(=O)NCCC1CCC2=CC=C(C=C12)OC (1-[2-(acetylamino)ethyl]-6-methoxyindan), [α]Hg365. Solvent: C(Cl)(Cl)Cl (CHCl3). Product: C(C)(=O)NCC[C@@H]1CCC2=CC=C(C=C12)OC ((S)-1-[2-(Acetylamino)ethyl]-6-methoxyindan). Reaction SMILES: [C:1]([NH:4][CH2:5][CH2:6][CH:7]1[C:15]2[C:10](=[CH:11][CH:12]=[C:13]([O:16][CH3:17])[CH:14]=2)[CH2:9][CH2:8]1)(=[O:3])[CH3:2]>C(Cl)(Cl)Cl>[C:1]([NH:4][CH2:5][CH2:6][C@H:7]1[C:15]2[C:10](=[CH:11][CH:12]=[C:13]([O:16][CH3:17])[CH:14]=2)[CH2:9][CH2:8]1)(=[O:3])[CH3:2]. Procedure: By substantially the same procedure as in Working Example 65, 1-[2-(acetylamino)ethyl]-6-methoxyindan was subjected to optical resolution by means of a high performance liquid chromatography to give the above-titled compound (119 mg), m.p.93-94° C. [α]Hg365 +80.7° (c 0.3, CHCl3). Reactants: CC(c1ccccc1)N1CC(CCCO[Si](C)(C)C(C)(C)C)(C(=O)OC(C)(C)C)C(F)C1=O, CC(=O)O, CCCC[N+](CCCC)(CCCC)CCCC, [F-], C1CCOC1. Yields the product CC(c1ccccc1)N1CC(CCCO)(C(=O)OC(C)(C)C)C(F)C1=O. Reaction SMILES: [C:1]([CH3:2])([CH3:3])([CH3:4])[O:5][C:6](=[O:7])[C:8]1([CH2:23][CH2:24][CH2:25][O:26][Si:27]([C:28]([CH3:29])([CH3:30])[CH3:31])([CH3:32])[CH3:33])[CH2:9][N:10]([CH:15]([CH3:16])[c:17]2[cH:18][cH:19][cH:20][cH:21][cH:22]2)[C:11](=[O:14])[CH:12]1[F:13].[CH3:34][C:35](=[O:36])[OH:37].[CH3:39][CH2:40][CH2:41][CH2:42][N+:43]([CH2:44][CH2:45][CH2:46][CH3:47])([CH2:48][CH2:49][CH2:50][CH3:51])[CH2:52][CH2:53][CH2:54][CH3:55].[F-:38].[O:56]1[CH2:57][CH2:58][CH2:59][CH2:60]1>>[C:1]([CH3:2])([CH3:3])([CH3:4])[O:5][C:6](=[O:7])[C:8]1([CH2:23][CH2:24][CH2:25][OH:26])[CH2:9][N:10]([CH:15]([CH3:16])[c:17]2[cH:18][cH:19][cH:20][cH:21][cH:22]2)[C:11](=[O:14])[CH:12]1[F:13].